From a dataset of the Open Reaction Database (ORD), a public repository of structured organic reaction records. describe an organic reaction: reactants, conditions, products, and yield The reactants are FC1=CC=C2C(C(=CN(C2=C1)C)C1=NN=NN1C)=O (7-fluoro-1-methyl-3-(1-methyl-1H-tetrazol-5-yl)-4-quinolone), [OH-].[Na+] (sodium hydroxide), crude product, [O-]CC.[Na+] (sodium ethoxide). The solvent is industrial methylated spirit. Product: C(C)OC1=CC=C2C(C(=CN(C2=C1)C)C1=NN=NN1C)=O (7-ethoxy-1-methyl-3-(1-methyl-1H-tetrazol-5-yl)-4-quinolone). Reaction SMILES: F[C:2]1[CH:11]=[C:10]2[C:5]([C:6](=[O:19])[C:7]([C:13]3[N:17]([CH3:18])[N:16]=[N:15][N:14]=3)=[CH:8][N:9]2[CH3:12])=[CH:4][CH:3]=1.[OH-].[Na+].[O-:22][CH2:23][CH3:24].[Na+]>>[CH2:23]([O:22][C:2]1[CH:11]=[C:10]2[C:5]([C:6](=[O:19])[C:7]([C:13]3[N:17]([CH3:18])[N:16]=[N:15][N:14]=3)=[CH:8][N:9]2[CH3:12])=[CH:4][CH:3]=1)[CH3:24] |f:1.2,3.4|. Procedure details: A mixture of 7-fluoro-1-methyl-3-(1-methyl-1H-tetrazol-5-yl)-4-quinolone (5.0 g), aqueous sodium hydroxide (5N, 80 ml) and industrial methylated spirit (10 ml) was boiled under reflux for 160 hours. Reaction was incomplete. The hot reaction mixture was filtered and the residue extracted with hot dimethylformamide (40 ml). The extract was evaporated to give a crude product. A mixture of this crude product and ethanolic sodium ethoxide (0.13 g sodium in 110 ml absolute ethanol) was boiled under re...